This data is from the Open Reaction Database (ORD), a public repository of structured organic reaction records. The task is: describe an organic reaction: reactants, conditions, products, and yield The reactants are N1=CC(=CC=C1)B(O)O (3-pyridineboronic acid), BrC=1C=C(C=CC1N1CCN(CC1)S(=O)(=O)C=1SC=CC1)C(C(F)(F)F)(C(F)(F)F)O (2-(3-bromo-4-(4-(2-thiophenylsulfonyl)-1-piperazinyl)phenyl)-1,1,1,3,3,3-hexafluoro-2-propanol). The product is FC(C(C(F)(F)F)(O)C1=CC(=C(C=C1)N1CCN(CC1)S(=O)(=O)C=1SC=CC1)C=1C=NC=CC1)(F)F (1,1,1,3,3,3-hexafluoro-2-(3-(3-pyridinyl)-4-(4-(2-thiophenylsulfonyl)-1-piperazinyl)phenyl)-2-propanol). Reaction SMILES: [N:1]1[CH:6]=[CH:5][CH:4]=[C:3](B(O)O)[CH:2]=1.Br[C:11]1[CH:12]=[C:13]([C:31]([OH:40])([C:36]([F:39])([F:38])[F:37])[C:32]([F:35])([F:34])[F:33])[CH:14]=[CH:15][C:16]=1[N:17]1[CH2:22][CH2:21][N:20]([S:23]([C:26]2[S:27][CH:28]=[CH:29][CH:30]=2)(=[O:25])=[O:24])[CH2:19][CH2:18]1>>[F:39][C:36]([F:37])([F:38])[C:31]([C:13]1[CH:12]=[CH:11][C:16]([N:17]2[CH2:22][CH2:21][N:20]([S:23]([C:26]3[S:27][CH:28]=[CH:29][CH:30]=3)(=[O:24])=[O:25])[CH2:19][CH2:18]2)=[C:15]([C:3]2[CH:2]=[N:1][CH:6]=[CH:5][CH:4]=2)[CH:14]=1)([OH:40])[C:32]([F:35])([F:34])[F:33]. Procedure: Following the procedure outlined for Example 69, 3-pyridineboronic acid (21.33 mg, 0.173 mmol) was coupled to 2-(3-bromo-4-(4-(2-thiophenylsulfonyl)-1-piperazinyl)phenyl)-1,1,1,3,3,3-hexafluoro-2-propanol to afford 1,1,1,3,3,3-hexafluoro-2-(3-(3-pyridinyl)-4-(4-(2-thiophenylsulfonyl)-1-piperazinyl)phenyl)-2-propanol. 1H NMR (400 MHz, CD3OD) δ 8.67 (d, J=1.6 Hz, 1H), 8.47 (dd, J=4.9, 1.6 Hz, 1H), 8.02-7.94 (m, 1H), 7.89 (dd, J=5.1, 1.2 Hz, 1H), 7.71 (d, J=9.2 Hz, 1H), 7.60-7.53 (m, 2H), 7.43 (dd,... Product: CC(=O)Oc1c(C)cc(NC2=NN(c3ccccc3)CC2)cc1C. Reactants: CC(=O)Oc1c(C)cc(N)cc1C, Cc1ccc(S(=O)(=O)O)cc1, Cc1ccccc1, NC1=NN(c2ccccc2)CC1. As a reaction SMILES: [C:13]([CH3:14])(=[O:15])[O:16][c:17]1[c:18]([CH3:25])[cH:19][c:20]([NH2:24])[cH:21][c:22]1[CH3:23].[CH3:26][c:27]1[cH:28][cH:29][c:30]([S:31](=[O:32])(=[O:33])[OH:34])[cH:35][cH:36]1.[CH3:37][c:38]1[cH:39][cH:40][cH:41][cH:42][cH:43]1.[c:1]1([N:7]2[N:8]=[C:9]([NH2:12])[CH2:10][CH2:11]2)[cH:2][cH:3][cH:4][cH:5][cH:6]1>>[c:1]1([N:7]2[N:8]=[C:9]([NH:12][c:20]3[cH:19][c:18]([CH3:25])[c:17]([O:16][C:13]([CH3:14])=[O:15])[c:22]([CH3:23])[cH:21]3)[CH2:10][CH2:11]2)[cH:2][cH:3][cH:4][cH:5][cH:6]1. Procedure details: 4.0 g (10.2 mmol) of 3-(4-chloro-6-fluoro-2-formylbenzofuran-7-yl)-1-methyl-6-trifluoromethyluracil was dissolved in 20 ml of tetrahydrofuran, and 12.3 ml of methyl magnesium bromide (1.0M tetrahydrofuran solution) was dropwise added thereto at -65° C. After stirring at room temperature for 1 hour, the reaction solution was poured into water and extracted with ethyl acetate. The organic layer was washed sequentially with water and a saturated sodium chloride aqueous solution and then dried over ... Isolated yield 55.3%. Reactants: C[Mg]Br (methyl magnesium bromide), ClC1=CC(=C(C2=C1C=C(O2)C=O)N2C(N(C(=CC2=O)C(F)(F)F)C)=O)F (3-(4-chloro-6-fluoro-2-formylbenzofuran-7-yl)-1-methyl-6-trifluoromethyluracil), O (water). The solvent is O1CCCC1 (tetrahydrofuran). Reaction SMILES: [Cl:1][C:2]1[C:7]2[CH:8]=[C:9]([CH:11]=[O:12])[O:10][C:6]=2[C:5]([N:13]2[C:18](=[O:19])[CH:17]=[C:16]([C:20]([F:23])([F:22])[F:21])[N:15]([CH3:24])[C:14]2=[O:25])=[C:4]([F:26])[CH:3]=1.[CH3:27][Mg]Br.O>O1CCCC1>[Cl:1][C:2]1[C:7]2[CH:8]=[C:9]([CH:11]([OH:12])[CH3:27])[O:10][C:6]=2[C:5]([N:13]2[C:18](=[O:19])[CH:17]=[C:16]([C:20]([F:23])([F:22])[F:21])[N:15]([CH3:24])[C:14]2=[O:25])=[C:4]([F:26])[CH:3]=1. Product: ClC1=CC(=C(C2=C1C=C(O2)C(C)O)N2C(N(C(=CC2=O)C(F)(F)F)C)=O)F (3-[4-chloro-6-fluoro-2-(1-hydroxyethyl)benzofuran-7-yl]-1-methyl-6-trifluoromethyluracil). Run at time 1 hour. The reactants are N([C@@H](C)C(=O)NCC(=O)N[C@@H]([C@H](OCC1=CC=CC=C1)C)C(=O)N1[C@H](C(=O)N)CCC1)C(=O)OC(C)(C)C (BOC-Ala-Gly-Thr(Bzl)-Pro-NH2), C(=O)(C(F)(F)F)O (TFA). Conditions: time 30 minute. The product is N[C@@H](C)C(=O)NCC(=O)N[C@@H]([C@H](OCC1=CC=CC=C1)C)C(=O)N1[C@H](C(=O)N)CCC1.FC(F)(F)C(=O)O (H-Ala-Gly-Thr(Bzl)-Pro-NH2.TFA). RXN SMILES: [NH:1](C(OC(C)(C)C)=O)[C@H:2]([C:4]([NH:6][CH2:7][C:8]([NH:10][C@H:11]([C:22]([N:24]1[CH2:31][CH2:30][CH2:29][C@H:25]1[C:26]([NH2:28])=[O:27])=[O:23])[C@@H:12]([CH3:21])[O:13][CH2:14][C:15]1[CH:20]=[CH:19][CH:18]=[CH:17][CH:16]=1)=[O:9])=[O:5])[CH3:3].[C:39]([OH:45])([C:41]([F:44])([F:43])[F:42])=[O:40]>>[NH2:1][C@H:2]([C:4]([NH:6][CH2:7][C:8]([NH:10][C@H:11]([C:22]([N:24]1[CH2:31][CH2:30][CH2:29][C@H:25]1[C:26]([NH2:28])=[O:27])=[O:23])[C@@H:12]([CH3:21])[O:13][CH2:14][C:15]1[CH:20]=[CH:19][CH:18]=[CH:17][CH:16]=1)=[O:9])=[O:5])[CH3:3].[F:42][C:41]([C:39]([OH:45])=[O:40])([F:44])[F:43] |f:2.3|. Procedure: BOC-Ala-Gly-Thr(Bzl)-Pro-NH2 (10.5 g.) was added to TFA (35 ml.) at -5° C., and, after stirring for 30 minutes, concentrated in vacuo. The residue was treated with ethyl ether, and the precipitated material was filtered and dried in vacuo over sodium hydroxide to obtain H-Ala-Gly-Thr(Bzl)-Pro-NH2.TFA. THF (100 ml.) was added thereto, and triethylamine was added at -5° C. to adjust the pH to 5.0. BOC-Val-Gly-OH (5.49 g.) and HOBT (2.66 g.) were added thereto. To this mixture WSC (3.61 ml.) was ad... Reactants: ClC1=CC=C(C=C1)CC(C(=O)N(C(C)C)CC(OCC)OCC)NC(CCNS(=O)(=O)C1=CC=C(C=C1)OC)=O (3-(4-chlorophenyl)-N-(2,2-diethoxyethyl)-N-isopropyl-2-[3-(4-methoxybenzenesulfonylamino)propionylamino]propionamide). The solvent is C(=O)O (formic acid). The product is ClC1=CC=C(CC2C(N(CC3N2C(CCN3S(=O)(=O)C3=CC=C(C=C3)OC)=O)C(C)C)=O)C=C1 (6-(4-Chlorobenzyl)-8-isopropyl-1-(4-methoxybenzenesulfonyl)hexahydropyrazino[1,2-a]pyrimidine-4,7-dione). Reaction SMILES: [Cl:1][C:2]1[CH:7]=[CH:6][C:5]([CH2:8][CH:9]([NH:24][C:25](=[O:40])[CH2:26][CH2:27][NH:28][S:29]([C:32]2[CH:37]=[CH:36][C:35]([O:38][CH3:39])=[CH:34][CH:33]=2)(=[O:31])=[O:30])[C:10]([N:12]([CH2:16][CH:17](OCC)OCC)[CH:13]([CH3:15])[CH3:14])=[O:11])=[CH:4][CH:3]=1>C(O)=O>[Cl:1][C:2]1[CH:3]=[CH:4][C:5]([CH2:8][CH:9]2[N:24]3[C:25](=[O:40])[CH2:26][CH2:27][N:28]([S:29]([C:32]4[CH:37]=[CH:36][C:35]([O:38][CH3:39])=[CH:34][CH:33]=4)(=[O:31])=[O:30])[CH:17]3[CH2:16][N:12]([CH:13]([CH3:14])[CH3:15])[C:10]2=[O:11])=[CH:6][CH:7]=1. Procedure: A solution of 167 mg of 3-(4-chlorophenyl)-N-(2,2-diethoxyethyl)-N-isopropyl-2-[3-(4-methoxybenzenesulfonylamino)propionylamino]propionamide in 3 ml of formic acid is stirred at room temperature for 12 h. The reaction solution is concentrated under reduced pressure, and the residue is separated by HPLC (Knauer Eurospher-100-10-C18, water (0.1% trifluoroacetic acid)/acetonitrile (0.1% trifluoroacetic acid)=80/20→10/90). The desired product is obtained with MW=506.02 (calculated); measured value (...